Dataset: the Open Reaction Database (ORD), a public repository of structured organic reaction records. Task: describe an organic reaction: reactants, conditions, products, and yield Starting materials: CC(C(=O)N=C=S)CCCC (2-Methylhexanoyl isothiocyanate), S(=O)(Cl)Cl (thionyl chloride), CC(C(=O)O)CCCC (2-methylhexanoic acid), CC(C(=O)Cl)CCCC (2-methylhexanoyl chloride), COC=1C=C2C(=CC=NC2=CC1OC)OC1=CC=C(N)C=C1 (4-[(6,7-Dimethoxy-4-quinolyl)oxy]aniline). Solvent: C(C)O (ethanol), C1(=CC=CC=C1)C (Toluene), C(C)O (ethanol), C1(=CC=CC=C1)C (toluene). Reaction conditions: temperature 100 celsius, time 2 hour. Product: COC=1C=C2C(=CC=NC2=CC1OC)OC1=CC=C(C=C1)NC(=S)NC(C(CCCC)C)=O (N-{4-[(6,7-Dimethoxy-4-quinolyl)oxy]phenyl}-N′-(2-methylhexanoyl)thiourea). Isolated yield 68.0%. RXN SMILES: S(Cl)(Cl)=O.CC(CCCC)C(O)=O.CC(CCCC)C(Cl)=O.[CH3:23][CH:24]([CH2:30][CH2:31][CH2:32][CH3:33])[C:25]([N:27]=[C:28]=[S:29])=[O:26].[CH3:34][O:35][C:36]1[CH:37]=[C:38]2[C:43](=[CH:44][C:45]=1[O:46][CH3:47])[N:42]=[CH:41][CH:40]=[C:39]2[O:48][C:49]1[CH:55]=[CH:54][C:52]([NH2:53])=[CH:51][CH:50]=1>C(O)C.C1(C)C=CC=CC=1>[CH3:34][O:35][C:36]1[CH:37]=[C:38]2[C:43](=[CH:44][C:45]=1[O:46][CH3:47])[N:42]=[CH:41][CH:40]=[C:39]2[O:48][C:49]1[CH:50]=[CH:51][C:52]([NH:53][C:28]([NH:27][C:25](=[O:26])[CH:24]([CH3:23])[CH2:30][CH2:31][CH2:32][CH3:33])=[S:29])=[CH:54][CH:55]=1. Procedure: Toluene (20 ml) and thionyl chloride (1 ml) were added to commercially available 2-methylhexanoic acid (80 mg), and the mixture was heated at 100° C. for one hr. The solvent was removed by distillation, and 2-methylhexanoyl isothiocyanate was prepared using the resultant 2-methylhexanoyl chloride as a starting compound according to the description of the literature. 2-Methylhexanoyl isothiocyanate was dissolved in ethanol (1 ml) to prepare a solution. 4-[(6,7-Dimethoxy-4-quinolyl)oxy]aniline (50... The reactants are Cl, [K+], N=C(N)Sc1cn2nc(-c3ccco3)nc2c(N)n1, [OH-]. Yields the product Nc1nc(S)cn2nc(-c3ccco3)nc12. As a reaction SMILES: [ClH:22].[K+:21].[NH2:1][c:2]1[c:3]2[n:4]([cH:5][c:6]([S:8][C:9](=[NH:10])[NH2:11])[n:7]1)[n:12][c:13](-[c:15]1[o:16][cH:17][cH:18][cH:19]1)[n:14]2.[OH-:20]>>[NH2:1][c:2]1[c:3]2[n:4]([cH:5][c:6]([SH:8])[n:7]1)[n:12][c:13](-[c:15]1[o:16][cH:17][cH:18][cH:19]1)[n:14]2. Reactants: C(C)OC(CSC=1NC2=CC=CC=C2C1)OCC (2-(2,2-diethoxyethylmercapto)indole), C([O-])([O-])=O.[K+].[K+] (potassium carbonate). The solvent is polyphosphoric acid, O (water). Conditions: temperature 130 celsius. Yields the product S1C=CN2C1=CC=1C=CC=CC21 (Thiazolo[3,2-a]indole). Yield: 56.7%. Reaction SMILES: C(O[CH:4](OCC)[CH2:5][S:6][C:7]1[NH:8][C:9]2[C:14]([CH:15]=1)=[CH:13][CH:12]=[CH:11][CH:10]=2)C.C(=O)([O-])[O-].[K+].[K+]>O>[S:6]1[C:7]2=[CH:15][C:14]3[CH:13]=[CH:12][CH:11]=[CH:10][C:9]=3[N:8]2[CH:4]=[CH:5]1 |f:1.2.3|. Procedure details: A well stirred mixture of 2-(2,2-diethoxyethylmercapto)indole (1.5 g, 0.0057 mole) in polyphosphoric acid (30 g) was heated to 130° C. for 20 minutes, then allowed to cool to room temperature and the mixture diluted with water (300 ml). The resulting aqueous solution was basified by addition of solid potassium carbonate and then extracted with ethyl acetate (2×120 ml). The combined extracts were dried (Na2SO4), concentrated in vacuo and the residue chromatographed on silica gel eluting with 10% ... The reactants are C(C)(C)OC(=O)N1CCC(CC1)OC1=NC=NC(=C1C#N)NC=1C=NC(=CC1)Cl (4-[6-(6-chloro-pyridin-3-ylamino)-5-cyano-pyrimidin-4-yloxy]-piperidine-1-carboxylic acid isopropyl ester), [Br-].C(CC)[Zn+] (n-propylzinc bromide). Reagents/catalysts: C1(=CC=CC=C1)P(C1=CC=CC=C1)(C1=CC=CC=C1)[Pd](P(C1=CC=CC=C1)(C1=CC=CC=C1)C1=CC=CC=C1)(P(C1=CC=CC=C1)(C1=CC=CC=C1)C1=CC=CC=C1)P(C1=CC=CC=C1)(C1=CC=CC=C1)C1=CC=CC=C1 (tetrakis (triphenylphosphino)palladium). The solvent is C1CCOC1 (THF). The product is C(C)(C)OC(=O)N1CCC(CC1)OC1=NC=NC(=C1C#N)NC=1C=NC(=CC1)CCC (4-[5-Cyano-6-(6-propyl-pyridin-3-ylamino)-pyrimidin-4-yloxy]-piperidine-1-carboxylic acid isopropyl ester). RXN SMILES: [CH:1]([O:4][C:5]([N:7]1[CH2:12][CH2:11][CH:10]([O:13][C:14]2[C:19]([C:20]#[N:21])=[C:18]([NH:22][C:23]3[CH:24]=[N:25][C:26](Cl)=[CH:27][CH:28]=3)[N:17]=[CH:16][N:15]=2)[CH2:9][CH2:8]1)=[O:6])([CH3:3])[CH3:2].[Br-].[CH2:31]([Zn+])[CH2:32][CH3:33]>C1(P([Pd](P(C2C=CC=CC=2)(C2C=CC=CC=2)C2C=CC=CC=2)(P(C2C=CC=CC=2)(C2C=CC=CC=2)C2C=CC=CC=2)P(C2C=CC=CC=2)(C2C=CC=CC=2)C2C=CC=CC=2)(C2C=CC=CC=2)C2C=CC=CC=2)C=CC=CC=1.C1COCC1>[CH:1]([O:4][C:5]([N:7]1[CH2:12][CH2:11][CH:10]([O:13][C:14]2[C:19]([C:20]#[N:21])=[C:18]([NH:22][C:23]3[CH:24]=[N:25][C:26]([CH2:31][CH2:32][CH3:33])=[CH:27][CH:28]=3)[N:17]=[CH:16][N:15]=2)[CH2:9][CH2:8]1)=[O:6])([CH3:3])[CH3:2] |f:1.2|. Procedure details: In a 25 mL round-bottomed flask fitted with a condenser and N2 inlet was placed 4-[6-(6-chloro-pyridin-3-ylamino)-5-cyano-pyrimidin-4-yloxy]-piperidine-1-carboxylic acid isopropyl ester (100 mg, 1.3 mmol), n-propylzinc bromide (0.5M in THF, 0.72 mL), tetrakis (triphenylphosphino)palladium (28 mg, 0.024 mmol), and THF (3.5 mL). The reaction mixture was refluxed overnight under N2 atmosphere. The product was purified by preparative HPLC. 1H NMR (CDCl3, 400 MHz) δ 1.03 (t, 3H), 1.26 (d, 6H), 1.85 (... Reactants: NN1C(OCCC1)=O (3-amino-tetrahydro-1,3-oxazine-2-one), C(OC)COC (glyme), C1(=CC=CC=C1)N=C=O (phenyl isocyanate). Solvent: CCCCCC (hexane). The product is O=C1OCCCN1NC(=O)NC1=CC=CC=C1 (1-(tetrahydro-2-oxo-1,3-oxazin-3-yl)-3-phenylurea). Isolated yield 53.0%. RXN SMILES: [NH2:1][N:2]1[CH2:7][CH2:6][CH2:5][O:4][C:3]1=[O:8].C(COC)OC.[C:15]1([N:21]=[C:22]=[O:23])[CH:20]=[CH:19][CH:18]=[CH:17][CH:16]=1>CCCCCC>[O:8]=[C:3]1[N:2]([NH:1][C:22]([NH:21][C:15]2[CH:20]=[CH:19][CH:18]=[CH:17][CH:16]=2)=[O:23])[CH2:7][CH2:6][CH2:5][O:4]1. Procedure: To a mixture of 5.4 g of 3-amino-tetrahydro-1,3-oxazine-2-one and 50 ml glyme was added 5.0 ml of phenyl isocyanate. After an exothermic reaction a white solid formed. The mixture was refluxed for 1 hr, cooled, diluted with hexane and filtered. The solid product was crystallized from 200 ml of ethanol to give 5.8 g (53% yield) of white cotton-like needles of 1-(tetrahydro-2-oxo-1,3-oxazin-3-yl)-3-phenylurea, mp 204°-207°. The yield is 66.0%. RXN SMILES: [Cl:1][C:2]1[CH:3]=[C:4]([CH:9]2[C:18]3[C:13](=[CH:14][C:15](B4OC(C)(C)C(C)(C)O4)=[C:16]([F:19])[CH:17]=3)[CH2:12][N:11]([CH3:29])[CH2:10]2)[CH:5]=[CH:6][C:7]=1[Cl:8].Cl[C:31]1[N:32]=[N:33][C:34]([O:37][CH:38]([F:40])[F:39])=[CH:35][CH:36]=1>>[Cl:1][C:2]1[CH:3]=[C:4]([CH:9]2[C:18]3[C:13](=[CH:14][C:15]([C:31]4[N:32]=[N:33][C:34]([O:37][CH:38]([F:40])[F:39])=[CH:35][CH:36]=4)=[C:16]([F:19])[CH:17]=3)[CH2:12][N:11]([CH3:29])[CH2:10]2)[CH:5]=[CH:6][C:7]=1[Cl:8]. The reactants are ClC=1C=C(C=CC1Cl)C1CN(CC2=CC(=C(C=C12)F)B1OC(C(O1)(C)C)(C)C)C ((+)-4-(3,4-dichlorophenyl)-6-fluoro-2-methyl-7-(4,4,5,5-tetramethyl-1,3,2-dioxaborolan-2-yl)-1,2,3,4-tetrahydroisoquinoline), ClC=1N=NC(=CC1)OC(F)F (3-chloro-6-(difluoromethoxy)pyridazine). The product is ClC=1C=C(C=CC1Cl)C1CN(CC2=CC(=C(C=C12)F)C=1N=NC(=CC1)OC(F)F)C ((+)-4-(3,4-Dichlorophenyl)-7-(6-(difluoromethoxy)pyridazin-3-yl)-6-fluoro-2-methyl-1,2,3,4-tetrahydroisoquinoline). Procedure details: A procedure similar to the one in Step A of Example 29 was used to couple (+)-4-(3,4-dichlorophenyl)-6-fluoro-2-methyl-7-(4,4,5,5-tetramethyl-1,3,2-dioxaborolan-2-yl)-1,2,3,4-tetrahydroisoquinoline with 3-chloro-6-(difluoromethoxy)pyridazine. (+)-4-(3,4-Dichlorophenyl)-7-(6-(difluoromethoxy)pyridazin-3-yl)-6-fluoro-2-methyl-1,2,3,4-tetrahydroisoquinoline was obtained in 66% yield as a brown oil: ESI MS m/z 454 [M+H]+. The reactants are C1(=CC=C(C=C1)S(=O)(=O)OS(=O)(=O)C1=CC=C(C=C1)C)C (p-toluenesulfonic acid anhydride), FC1=C2C(N(C(C2=CC=C1)=O)CC(C(=O)OCC=C)C1(OCCO1)C)=O (Allyl 3-(4-fluoro-1,3-dioxo-1,3-dihydro-isoindol-2-yl)-2-(2-methyl-[1,3]dioxolan-2-yl)propionate). The solvent is CC(=O)C.O (acetone water). Conditions: temperature 80 celsius. Product: FC1=C2C(N(C(C2=CC=C1)=O)CC(C(=O)OCC=C)C(C)=O)=O (Allyl 2-(4-fluoro-1,3-dioxo-1,3-dihydro-isoindol-2-ylmethyl)-3-oxo-butyrate). As a reaction SMILES: [F:1][C:2]1[CH:10]=[CH:9][CH:8]=[C:7]2[C:3]=1[C:4](=[O:26])[N:5]([CH2:12][CH:13]([C:20]1([CH3:25])OCC[O:21]1)[C:14]([O:16][CH2:17][CH:18]=[CH2:19])=[O:15])[C:6]2=[O:11].C1(C)C=CC(S(OS(C2C=CC(C)=CC=2)(=O)=O)(=O)=O)=CC=1>CC(C)=O.O>[F:1][C:2]1[CH:10]=[CH:9][CH:8]=[C:7]2[C:3]=1[C:4](=[O:26])[N:5]([CH2:12][CH:13]([C:20](=[O:21])[CH3:25])[C:14]([O:16][CH2:17][CH:18]=[CH2:19])=[O:15])[C:6]2=[O:11] |f:2.3|. Procedure details: Allyl 3-(4-fluoro-1,3-dioxo-1,3-dihydro-isoindol-2-yl)-2-(2-methyl-[1,3]dioxolan-2-yl)propionate (331 mg, 0.91 mmol) was dissolved in a a solvent mixture of acetone/water (v/v=5/1), and catalyst amount of p-toluenesulfonic acid anhydride was added to the obtained solution. The resulting mixture was refluxed at 80° C. for 18 hours. After the reaction was completed, the reaction mixture was washed with water, and then acetone was removed by distilling under a reduced pressure. The residue was extr...